This data is from the Open Reaction Database (ORD), a public repository of structured organic reaction records. The task is: describe an organic reaction: reactants, conditions, products, and yield The reactants are CN(CCCl)C (2-dimethylamino ethylchloride), OC1=C(C=O)C=CC(=C1)O (2,4-dihydroxybenzaldehyde), crude brown oil, C1(=C(C=CC=C1)B(O)O)C (ortho-tolylboronic acid), C([O-])([O-])=O.[Na+].[Na+] (sodium carbonate), [H-].[Na+] (sodium hydride), N1=CC=CC=C1 (pyridine), FC(S(=O)(=O)OS(=O)(=O)C(F)(F)F)(F)F (trifluoromethanesulfonic anhydride). The reagents and catalysts are Cl[Pd]([P](C1=CC=CC=C1)(C2=CC=CC=C2)C3=CC=CC=C3)([P](C4=CC=CC=C4)(C5=CC=CC=C5)C6=CC=CC=C6)Cl (dichlorobis(triphenylphosphine)-palladium (II)). The solvent is C1(=CC=CC=C1)C (toluene), COCCOC (DME), O (water), C(Cl)Cl (methylene chloride). Yields the product CN(CCOC=1C=C(C=CC1C=O)C1=C(C=CC=C1)C)C (3-(2-Dimethylamino-ethoxy)-2′-methyl-biphenyl-4-carbaldehyde). RXN SMILES: [OH:1][C:2]1[CH:9]=[C:8](O)[CH:7]=[CH:6][C:3]=1[CH:4]=[O:5].N1C=CC=CC=1.FC(F)(F)S(OS(C(F)(F)F)(=O)=O)(=O)=O.[C:32]1([CH3:41])[CH:37]=[CH:36][CH:35]=[CH:34][C:33]=1B(O)O.C(=O)([O-])[O-].[Na+].[Na+].[H-].[Na+].[CH3:50][N:51]([CH3:55])[CH2:52][CH2:53]Cl>C(Cl)Cl.COCCOC.O.C1(C)C=CC=CC=1.Cl[Pd](Cl)([P](C1C=CC=CC=1)(C1C=CC=CC=1)C1C=CC=CC=1)[P](C1C=CC=CC=1)(C1C=CC=CC=1)C1C=CC=CC=1>[CH3:50][N:51]([CH3:55])[CH2:52][CH2:53][O:1][C:2]1[CH:9]=[C:8]([C:33]2[CH:34]=[CH:35][CH:36]=[CH:37][C:32]=2[CH3:41])[CH:7]=[CH:6][C:3]=1[CH:4]=[O:5] |f:4.5.6,7.8,^1:75,94|. Procedure: A solution of 2,4-dihydroxybenzaldehyde (27 mmol) in methylene chloride (10 ml) and pyridine (30 mmol) was slowly added trifluoromethanesulfonic anhydride (32 mmol) keeping the temperature below 5° C. After 10 min the mixture was washed with water and the organic phase was concentrated under reduced pressure. The crude brown oil (5 g), ortho-tolylboronic acid (20.4 mmol), sodium carbonate (55.5 mmol) and dichlorobis(triphenylphosphine)-palladium (II) (3 mol %) was dissolved in DME (50 ml) and wa... Reactants: C12C(CC(CC1)C2)NC=2SC(C(N2)=O)(CCO[Si](C)(C)C(C)(C)C)CCO[Si](C)(C)C(C)(C)C (2-(bicyclo[2.2.1]heptan-2-ylamino)-5,5-bis(2-(tert-butyldimethylsilyloxy)ethyl)thiazol-4(5H)-one), Cl (HCl). Run in C(C)O (ethanol). Run at time 3 hour. The product is C12C(CC(CC1)C2)NC=2SC(C(N2)=O)(CCO)CCO (2-(Bicyclo[2.2.1]heptan-2-ylamino)-5,5-bis(2-hydroxyethyl)thiazol-4(5H)-one). Reaction SMILES: [CH:1]12[CH2:7][CH:4]([CH2:5][CH2:6]1)[CH2:3][CH:2]2[NH:8][C:9]1[S:10][C:11]([CH2:25][CH2:26][O:27][Si](C(C)(C)C)(C)C)([CH2:15][CH2:16][O:17][Si](C(C)(C)C)(C)C)[C:12](=[O:14])[N:13]=1.Cl>C(O)C>[CH:1]12[CH2:7][CH:4]([CH2:5][CH2:6]1)[CH2:3][CH:2]2[NH:8][C:9]1[S:10][C:11]([CH2:15][CH2:16][OH:17])([CH2:25][CH2:26][OH:27])[C:12](=[O:14])[N:13]=1. Reported procedure: A mixture of 2-(bicyclo[2.2.1]heptan-2-ylamino)-5,5-bis(2-(tert-butyldimethylsilyloxy)ethyl)thiazol-4(5H)-one (771 mg, 1.46 mmol) in 15 mL of a 1% HCl solution in ethanol was stirred at room temperature for 3 h. The reaction mixture was then concentrated in vacuo. Flash column chromatography (silica gel, 0-8% MeOH—CH2Cl2) afforded the title compound as a colorless thin film (390 mg). MS (ESI, pos. ion) m/z: 299 (M+H). The reactants are COC1=C(C2=CC=C(C=C2C=C1)C1=CC(=CC=C1)OC)SC1=CC=CC=C1 (2-methoxy-6-(3-methoxyphenyl)-1-(phenylsulfanyl)naphthalene), B(Br)(Br)Br (boron tribromide), solution. Solvent: C1CCCCC1 (cyclohexane). Yields the product OC=1C=C(C=CC1)C=1C=C2C=CC(=C(C2=CC1)SC1=CC=CC=C1)O (6-(3-Hydroxyphenyl)-1-(phenylsulfanyl)-2-naphthol). As a reaction SMILES: C[O:2][C:3]1[CH:12]=[CH:11][C:10]2[C:5](=[CH:6][CH:7]=[C:8]([C:13]3[CH:18]=[CH:17][CH:16]=[C:15]([O:19]C)[CH:14]=3)[CH:9]=2)[C:4]=1[S:21][C:22]1[CH:27]=[CH:26][CH:25]=[CH:24][CH:23]=1.B(Br)(Br)Br>C1CCCCC1>[OH:19][C:15]1[CH:14]=[C:13]([C:8]2[CH:9]=[C:10]3[C:5](=[CH:6][CH:7]=2)[C:4]([S:21][C:22]2[CH:27]=[CH:26][CH:25]=[CH:24][CH:23]=2)=[C:3]([OH:2])[CH:12]=[CH:11]3)[CH:18]=[CH:17][CH:16]=1. Reported procedure: The compound was prepared by reacting 2-methoxy-6-(3-methoxyphenyl)-1-(phenylsulfanyl)naphthalene (376 mg, 1.01 mmol, 1 eq.) with boron tribromide (8 ml of a 1 M solution in cyclohexane, 8 mmol, 8 eq) according to method G. Yield: 325 mg (94%) The reactants are CC1=C(C=C(C(=C1)[N+](=O)[O-])C)OCC1C(C1)C (2,5-dimethyl-1-[(2-methylcyclopropyl)methoxy]-4-nitrobenzen e), C(C)(=O)O (acetic acid). Reagents/catalysts: [Fe] (iron). Run in O (water). Conditions: temperature 80 celsius, time 1 hour. Product: CC1=C(C=C(C(=C1)OCC1C(C1)C)C)N (2,5-dimethyl-4-[(2-methylcyclopropyl)methoxy]phenylamine). Yield: 75.3%. As a reaction SMILES: [CH3:1][C:2]1[CH:7]=[C:6]([N+:8]([O-])=O)[C:5]([CH3:11])=[CH:4][C:3]=1[O:12][CH2:13][CH:14]1[CH2:16][CH:15]1[CH3:17].C(O)(=O)C>[Fe].O>[CH3:11][C:5]1[CH:4]=[C:3]([O:12][CH2:13][CH:14]2[CH2:16][CH:15]2[CH3:17])[C:2]([CH3:1])=[CH:7][C:6]=1[NH2:8]. Procedure: A mixture of 0.70 g of 2,5-dimethyl-1-[(2-methylcyclopropyl)methoxy]-4-nitrobenzen e, 0.83 g of iron powder, 15 mL of acetic acid and 15 mL of water was stirred at 80° C. for 1 hour. The reaction mixture was cooled to around room temperature, and then concentrated under reduced pressure. The resulting residue was converted into basic with an aqueous 1 N sodium hydroxide solution, then ethyl acetate was added, and the mixture was filtered. The filtrate was extracted with ethyl acetate, and then t... Reactants: O (water), C1(=CC=CC=C1)N1N=NN=C1S(=O)(=O)CCC (1-phenyl-5-propylsulfonyl-1H-tetrazole), [K].C[Si](N[Si](C)(C)C)(C)C (hexamethyldisilazane potassium), C(=O)[C@@H]1CC[C@H](CC1)NC(OC(C)(C)C)=O (t-butyl trans-4-formylcyclohexylcarbamate). Run in COCCOC (ethylene glycol dimethyl ether), COCCOC (ethylene glycol dimethyl ether). Reaction conditions: temperature 25 celsius, time 30 minute. Yields the product C(=C\CC)/[C@@H]1CC[C@H](CC1)NC(OC(C)(C)C)=O (t-butyl trans-4-[(E)-1-butenyl]cyclohexyl-carbamate). The yield is 39.1%. As a reaction SMILES: [C:1]1(N2C(S(CCC)(=O)=O)=NN=N2)[CH:6]=CC=C[CH:2]=1.[K].C[Si](C)(C)N[Si](C)(C)C.[CH:28]([C@H:30]1[CH2:35][CH2:34][C@H:33]([NH:36][C:37](=[O:43])[O:38][C:39]([CH3:42])([CH3:41])[CH3:40])[CH2:32][CH2:31]1)=O.O>COCCOC>[CH:28](/[C@H:30]1[CH2:35][CH2:34][C@H:33]([NH:36][C:37](=[O:43])[O:38][C:39]([CH3:42])([CH3:41])[CH3:40])[CH2:32][CH2:31]1)=[CH:2]\[CH2:1][CH3:6] |f:1.2,^1:17|. Procedure: To a mixture of 1-phenyl-5-propylsulfonyl-1H-tetrazole (3.34 g) and anhydrous ethylene glycol dimethyl ether (60 ml) at −60° C. was added 0.5 M hexamethyldisilazane potassium solution (in toluene, 26.6 ml), and the mixture was stirred for 30 minutes. Under the same condition, a solution of t-butyl trans-4-formylcyclohexylcarbamate (3.02 g) in anhydrous ethylene glycol dimethyl ether (15 ml) was added thereto and the reaction mixture was gradually warmed to 25° C. and stirred overnight. To the re... Reactants: Cc1ccccc1OCC(=O)Nc1ccc(-c2nc3cc(C#N)ccc3o2)cc1, CO, O=C[O-], Cl, [NH4+]. Yields the product Cc1ccccc1OCC(=O)Nc1ccc(-c2nc3cc(C(=N)N)ccc3o2)cc1. As a reaction SMILES: [C:2](#[N:3])[c:4]1[cH:5][cH:6][c:7]2[c:8]([n:9][c:10](-[c:12]3[cH:13][cH:14][c:15]([NH:18][C:19]([CH2:20][O:21][c:22]4[c:23]([CH3:28])[cH:24][cH:25][cH:26][cH:27]4)=[O:29])[cH:16][cH:17]3)[o:11]2)[cH:30]1.[CH3:35][OH:36].[CH:31]([O-:32])=[O:33].[ClH:1].[NH4+:34]>>[C:2]([NH2:3])([c:4]1[cH:5][cH:6][c:7]2[c:8]([n:9][c:10](-[c:12]3[cH:13][cH:14][c:15]([NH:18][C:19]([CH2:20][O:21][c:22]4[c:23]([CH3:28])[cH:24][cH:25][cH:26][cH:27]4)=[O:29])[cH:16][cH:17]3)[o:11]2)[cH:30]1)=[NH:34]. Starting materials: C(=O)(OC(C)(C)C)N([C@@H]1[C@H]([C@H]([C@@H](C1)N1C2=NC(=NC(=C2N=C1)Cl)Cl)O)O)C(=O)OC(C)(C)C ((1S,2R,3S,5R)-3-(di-Boc-amino)-5-(2,6-dichloro-purin-9-yl)-cyclopentane-1,2-diol), N=1NN=C(C1)CO ((2H-[1,2,3]triazol-4-yl)-methanol). The product is ClC1=NC(=C2N=CN(C2=N1)[C@H]1[C@@H]([C@@H]([C@H](C1)N1N=CC(=N1)CO)O)O)Cl ((1R,2S,3R,5S)-3-(2,6-Dichloro-purin-9-yl)-5-(4-hydroxymethyl-[1,2,3]triazol-2-yl)-cyclopentane-1,2-diol). Reaction SMILES: C([N:8](C(OC(C)(C)C)=O)[C@H:9]1[CH2:13][C@@H:12]([N:14]2[CH:22]=[N:21][C:20]3[C:15]2=[N:16][C:17]([Cl:24])=[N:18][C:19]=3[Cl:23])[C@H:11]([OH:25])[C@@H:10]1[OH:26])(OC(C)(C)C)=O.[N:34]1N[N:36]=[C:37]([CH2:39][OH:40])[CH:38]=1>>[Cl:24][C:17]1[N:16]=[C:15]2[C:20]([N:21]=[CH:22][N:14]2[C@@H:12]2[CH2:13][C@H:9]([N:8]3[N:36]=[C:37]([CH2:39][OH:40])[CH:38]=[N:34]3)[C@@H:10]([OH:26])[C@H:11]2[OH:25])=[C:19]([Cl:23])[N:18]=1. Procedure details: This compound is prepared analogously to (1S,2R,3S,5R)-3-(di-Boc-amino)-5-(2,6-dichloro-purin-9-yl)-cyclopentane-1,2-diol (Step AA4) by replacing di-t-butyliminodicarboxylate (Step AA3) with (2H-[1,2,3]triazol-4-yl)-methanol.